describe an organic reaction: reactants, conditions, products, and yield From a dataset of the Open Reaction Database (ORD), a public repository of structured organic reaction records. Reactants: CC(C)(C)[Si](C)(C)OCC#CCO, C1CCC2=NCCCN2CC1, C1CCOC1, [N-]=[N+]=[N-], [Na+], O=C([O-])O, c1ccc(P(c2ccccc2)c2ccccc2)cc1. Yields the product CC(C)(C)[Si](C)(C)OCC#CCN. RXN SMILES: [C:1]([CH3:2])([CH3:3])([CH3:4])[Si:5]([O:6][CH2:7][C:8]#[C:9][CH2:10][OH:11])([CH3:12])[CH3:13].[CH2:14]1[CH2:15][CH2:16][C:18]2=[N:22][CH2:21][CH2:20][CH2:19][N:17]2[CH2:23][CH2:24]1.[CH2:52]1[O:53][CH2:54][CH2:55][CH2:56]1.[N-:49]=[N+:50]=[N-:51].[Na+:29].[O-:25][C:26]([OH:27])=[O:28].[c:30]1([P:31]([c:32]2[cH:33][cH:34][cH:35][cH:36][cH:37]2)[c:38]2[cH:39][cH:40][cH:41][cH:42][cH:43]2)[cH:44][cH:45][cH:46][cH:47][cH:48]1>>[C:1]([CH3:2])([CH3:3])([CH3:4])[Si:5]([O:6][CH2:7][C:8]#[C:9][CH2:10][NH2:17])([CH3:12])[CH3:13]. The reactants are COc1ccc(CNc2ncccc2C(=O)Nc2cccc(C(F)(F)F)c2)cn1, C[Si](C)(C)I, CO, ClC(Cl)Cl. Product: O=C(Nc1cccc(C(F)(F)F)c1)c1cccnc1NCc1ccc(=O)[nH]c1. Reaction SMILES: [CH3:1][O:2][c:3]1[cH:4][cH:5][c:6]([CH2:9][NH:10][c:11]2[n:12][cH:13][cH:14][cH:15][c:16]2[C:17](=[O:18])[NH:19][c:20]2[cH:21][c:22]([C:26]([F:27])([F:28])[F:29])[cH:23][cH:24][cH:25]2)[cH:7][n:8]1.[CH3:30][Si:31]([I:32])([CH3:33])[CH3:34].[CH3:35][OH:36].[CH:37]([Cl:38])([Cl:39])[Cl:40]>>[O:2]=[c:3]1[cH:4][cH:5][c:6]([CH2:9][NH:10][c:11]2[n:12][cH:13][cH:14][cH:15][c:16]2[C:17](=[O:18])[NH:19][c:20]2[cH:21][c:22]([C:26]([F:27])([F:28])[F:29])[cH:23][cH:24][cH:25]2)[cH:7][nH:8]1. The reactants are O=C(OCC(CBr)OC(=O)c1ccccc1)c1ccccc1, O=C([O-])[O-], CN(C)C=O, CCOC(C)=O, Clc1ncnc2cc[nH]c12, [Cs+], [Cs+]. The product is O=C(OCC(Cn1ccc2ncnc(Cl)c21)OC(=O)c1ccccc1)c1ccccc1. RXN SMILES: [C:11]([c:12]1[cH:13][cH:14][cH:15][cH:16][cH:17]1)(=[O:18])[O:19][CH2:20][CH:21]([CH2:22][Br:23])[O:24][C:25]([c:26]1[cH:27][cH:28][cH:29][cH:30][cH:31]1)=[O:32].[C:33](=[O:34])([O-:35])[O-:36].[CH3:39][N:40]([CH3:41])[CH:42]=[O:43].[CH3:44][CH2:45][O:46][C:47](=[O:48])[CH3:49].[Cl:1][c:2]1[c:3]2[c:4]([n:5][cH:6][n:7]1)[cH:8][cH:9][nH:10]2.[Cs+:37].[Cs+:38]>>[Cl:1][c:2]1[c:3]2[c:4]([n:5][cH:6][n:7]1)[cH:8][cH:9][n:10]2[CH2:22][CH:21]([CH2:20][O:19][C:11]([c:12]1[cH:13][cH:14][cH:15][cH:16][cH:17]1)=[O:18])[O:24][C:25]([c:26]1[cH:27][cH:28][cH:29][cH:30][cH:31]1)=[O:32]. The reactants are base, Cl.O1CCC2=C1C=CC=C2CCCN (3-(2,3-dihydro-benzofuran-4-yl)-propylamine hydrochloride), BrN1C(CCC1=O)=O (N-bromosuccinimide). Solvent: C(C)(=O)O (acetic acid). Conditions: time 8 hour. Yields the product BrC=1C=CC2=C(CCO2)C1CCCN (3-(5-Bromo-2,3-dihydro-benzofuran-4-yl)-propylamine). Reaction SMILES: Cl.[O:2]1[C:6]2[CH:7]=[CH:8][CH:9]=[C:10]([CH2:11][CH2:12][CH2:13][NH2:14])[C:5]=2[CH2:4][CH2:3]1.[Br:15]N1C(=O)CCC1=O>C(O)(=O)C>[Br:15][C:9]1[CH:8]=[CH:7][C:6]2[O:2][CH2:3][CH2:4][C:5]=2[C:10]=1[CH2:11][CH2:12][CH2:13][NH2:14] |f:0.1|. Procedure details: A solution of the free base (200 mg) liberated from 3-(2,3-dihydro-benzofuran-4-yl)-propylamine hydrochloride and N-bromosuccinimide (215 mg) in acetic acid (5 ml) was stirred at room temperature overnight. The solution was evaporated to dryness and the residue taken up in water, basified to pH9-10 with 2N sodium hydroxide and extracted with ethyl acetate. The extracts were dried and evaporated to give the title compound (256 mg) as a pale yellow oil. Tic SiO2 (Dichloromethane/methanol/0.880 amm... Starting materials: O=C([O-])[O-], CN(C)C=O, [K+], [K+], O, CCOC(=O)c1cc(=O)c2cccc(O)c2o1, ClCc1ccc(OCCCCc2ccccc2)cc1. The product is CCOC(=O)c1cc(=O)c2cccc(OCc3ccc(OCCCCc4ccccc4)cc3)c2o1. Reaction SMILES: [C:1](=[O:2])([O-:3])[O-:4].[CH3:44][N:45]([CH3:46])[CH:47]=[O:48].[K+:5].[K+:6].[OH2:43].[OH:7][c:8]1[cH:9][cH:10][cH:11][c:12]2[c:13](=[O:23])[cH:14][c:15]([C:18](=[O:19])[O:20][CH2:21][CH3:22])[o:16][c:17]12.[c:24]1([CH2:30][CH2:31][CH2:32][CH2:33][O:34][c:35]2[cH:36][cH:37][c:38]([CH2:39][Cl:40])[cH:41][cH:42]2)[cH:25][cH:26][cH:27][cH:28][cH:29]1>>[O:7]([c:8]1[cH:9][cH:10][cH:11][c:12]2[c:13](=[O:23])[cH:14][c:15]([C:18](=[O:19])[O:20][CH2:21][CH3:22])[o:16][c:17]12)[CH2:39][c:38]1[cH:37][cH:36][c:35]([O:34][CH2:33][CH2:32][CH2:31][CH2:30][c:24]2[cH:25][cH:26][cH:27][cH:28][cH:29]2)[cH:42][cH:41]1. Reactants: O=Cc1ccccc1, NC(CO)C(=O)O. Product: O=C(O)C(CO)NCc1ccccc1. Reaction SMILES: [CH:8](=[O:9])[c:10]1[cH:11][cH:12][cH:13][cH:14][cH:15]1.[NH2:1][CH:2]([CH2:3][OH:4])[C:5]([OH:6])=[O:7]>>[NH:1]([CH:2]([CH2:3][OH:4])[C:5]([OH:6])=[O:7])[CH2:8][c:10]1[cH:11][cH:12][cH:13][cH:14][cH:15]1. Starting materials: FC1=CC=C(C#N)C=C1 (4-fluorobenzonitrile), N1C(=NC=C1)[Na] (imidazolyl sodium). Run in CN(C)C=O (DMF). The product is N1(C=NC=C1)C1=CC=C(C#N)C=C1 (4-(1-imidazolyl)-benzonitrile). Reaction SMILES: F[C:2]1[CH:9]=[CH:8][C:5]([C:6]#[N:7])=[CH:4][CH:3]=1.[NH:10]1[CH:14]=[CH:13][N:12]=[C:11]1[Na]>CN(C=O)C>[N:10]1([C:2]2[CH:9]=[CH:8][C:5]([C:6]#[N:7])=[CH:4][CH:3]=2)[CH:14]=[CH:13][N:12]=[CH:11]1. Reported procedure: A mixture 4-fluorobenzonitrile (3 g, 25 mmol) and imidazolyl sodium (2.48 g, 27.5 mmol) in DMF (50 mL) was stirred at 80° C. under Ar for 12 h. Progress of reaction was monitored by TLC. The reaction mixture was concentrated in vacuo and the residue was diluted with 50 mL water and stirred. The aqueous mixture was extracted with EtOAc (2×50 mL). Combined EtOAc extracts was dried over anhydrous MgSO4, concentrated, and the 4-(1-imidazolyl)-benzonitrile was isolated by column chromatography (3.6 g...